This data is from the Open Reaction Database (ORD), a public repository of structured organic reaction records. The task is: describe an organic reaction: reactants, conditions, products, and yield Starting materials: ice water, C(C)(C)(C)OC(N(C=1C(=NC(=NC1)SC)OC1=C(C=CC=C1)C)C)=O (methyl-(2-methylsulfanyl-4-o-tolyloxy-pyrimidin-5-yl)-carbamic acid tert.-butyl ester), [OH-].[Na+] (NaOH). The solvent is C(Cl)Cl (CH2Cl2). Conditions: time 2 hour. Product: CNC=1C(=NC(=NC1)SC)OC1=C(C=CC=C1)C (methyl-(2-methylsulfanyl-4-o-tolyloxy-pyrimidin-5-yl)-amine). Isolated yield 95.0%. Reaction SMILES: C(O[C:6](=O)[N:7](C)[C:8]1[C:9]([O:16][C:17]2[CH:22]=[CH:21][CH:20]=[CH:19][C:18]=2[CH3:23])=[N:10][C:11]([S:14][CH3:15])=[N:12][CH:13]=1)(C)(C)C.[OH-].[Na+]>C(Cl)Cl>[CH3:6][NH:7][C:8]1[C:9]([O:16][C:17]2[CH:22]=[CH:21][CH:20]=[CH:19][C:18]=2[CH3:23])=[N:10][C:11]([S:14][CH3:15])=[N:12][CH:13]=1 |f:1.2|. Procedure: To a solution of 1.60 g (4.43 mmol) methyl-(2-methylsulfanyl-4-o-tolyloxy-pyrimidin-5-yl)-carbamic acid tert.-butyl ester in 20 ml CH2Cl2 2 ml trifluoracetic acid was added and the reaction mixture stirred for 2 hrs. at 40°. The reaction mixture was poured into ice-water and the pH of the solution adjusted to 10 with 1N NaOH solution. The aqueous phase was extracted three times with 80 ml CH2Cl2. The combined organic layers were dried (Na2SO4), filtered and evaporated to give 1.10 g (95%) methyl...